From a dataset of the Open Reaction Database (ORD), a public repository of structured organic reaction records. describe an organic reaction: reactants, conditions, products, and yield Reactants: CC1=CC=C(C2=C1OCC21CC1)OC1=CC=C(C=N1)N (6-(7-methylspiro[2H-benzofuran-3,1′-cyclopropane]-4-yl)oxypyridin-3-amine), CC1=CC=C(C2=C1OCC21CC1)OC1=CC=C(C=N1)N (6-(7-methylspiro[2H-benzofuran-3,1′-cyclopropane]-4-yl)oxypyridin-3-amine), Cl.N[C@@](C(=O)OC)(CC)C (Methyl (R)-2-amino-2-methyl-butyrate hydrochloride), ClC(Cl)(OC(OC(Cl)(Cl)Cl)=O)Cl (triphosgene), CCN(C(C)C)C(C)C (DIPEA). Run in C(Cl)Cl (DCM), C(Cl)Cl (DCM), C(Cl)Cl (DCM). Conditions: time 15 minute. Product: C(C)[C@@]1(C(N(C(N1)=O)C=1C=NC(=CC1)OC1=CC=C(C2=C1C1(CC1)CO2)C)=O)C ((5R)-5-ethyl-5-methyl-3-[6-(7-methylspiro[2H-benzofuran-3,1′-cyclopropane]-4-yl)oxy-3-pyridyl]imidazolidine-2,4-dione). RXN SMILES: Cl[C:2](Cl)([O:4]C(=O)OC(Cl)(Cl)Cl)Cl.CCN(C(C)C)C(C)C.[CH3:22][C:23]1[C:28]2[O:29][CH2:30][C:31]3([CH2:33][CH2:32]3)[C:27]=2[C:26]([O:34][C:35]2[N:40]=[CH:39][C:38]([NH2:41])=[CH:37][CH:36]=2)=[CH:25][CH:24]=1.Cl.[NH2:43][C@:44]([CH3:51])([CH2:49][CH3:50])[C:45](OC)=[O:46]>C(Cl)Cl>[CH2:49]([C@@:44]1([CH3:51])[NH:43][C:2](=[O:4])[N:41]([C:38]2[CH:39]=[N:40][C:35]([O:34][C:26]3[C:27]4[C:31]5([CH2:30][O:29][C:28]=4[C:23]([CH3:22])=[CH:24][CH:25]=3)[CH2:33][CH2:32]5)=[CH:36][CH:37]=2)[C:45]1=[O:46])[CH3:50] |f:3.4|. Procedure: To a solution of triphosgene (30 mg, 0.1 mmol) in dry DCM (1 ml) at 0° C., under nitrogen atmosphere, DIPEA (0.175 ml, 1.0 mmol) was added followed by the addition (slowly added) of a solution of 6-(7-methylspiro[2H-benzofuran-3,1′-cyclopropane]-4-yl)oxypyridin-3-amine (Intermediate 158, 27 mg, 0.1 mmol) in dry DCM (2 ml) and the reaction mixture was stirred for 15 minutes at the same temperature. After that a solution of Methyl (R)-2-amino-2-methyl-butyrate hydrochloride (33 mg, 0.2 mmol) in dr...